This data is from the Open Reaction Database (ORD), a public repository of structured organic reaction records. The task is: describe an organic reaction: reactants, conditions, products, and yield Reactants: CCO, CCN(C(C)C)C(C)C, Clc1ncc(Cl)c(Cl)n1, CCOC(=O)c1ccccc1N. Yields the product CCOC(=O)c1ccccc1Nc1nc(Cl)ncc1Cl. As a reaction SMILES: [CH3:31][CH2:32][OH:33].[CH:22]([N:23]([CH:24]([CH3:25])[CH3:26])[CH2:27][CH3:28])([CH3:29])[CH3:30].[Cl:1][c:2]1[n:3][cH:4][c:5]([Cl:9])[c:6]([Cl:8])[n:7]1.[NH2:10][c:11]1[c:12]([C:13](=[O:14])[O:15][CH2:16][CH3:17])[cH:18][cH:19][cH:20][cH:21]1>>[Cl:1][c:2]1[n:3][cH:4][c:5]([Cl:9])[c:6]([NH:10][c:11]2[c:12]([C:13](=[O:14])[O:15][CH2:16][CH3:17])[cH:18][cH:19][cH:20][cH:21]2)[n:7]1. RXN SMILES: COC(=O)[C:4]1[CH:9]=[CH:8][C:7](Cl)=[C:6]([S:11][C:12]2[CH:17]=[CH:16][CH:15]=[CH:14][CH:13]=2)[C:5]=1[NH2:18].[CH3:20][Al](C)C.[OH2:24].[ClH:25]>C(Cl)Cl>[Cl:25][C:9]1[CH:8]=[CH:7][C:6]2[S:11][C:12]3[CH:13]=[CH:14][CH:15]=[CH:16][C:17]=3[C:20](=[O:24])[NH:18][C:5]=2[CH:4]=1. Reactants: O (water), Cl (HCl), COC(C1=C(C(=C(C=C1)Cl)SC1=CC=CC=C1)N)=O (2-Amino-4-chlorophenylsulfanylbenzoic acid methyl ester), C[Al](C)C (AlMe3). Conditions: time 6 day. Yield: 29.0%. Run in C(Cl)Cl (CH2Cl2), C(Cl)Cl (CH2Cl2). Product: ClC1=CC2=C(SC3=C(C(N2)=O)C=CC=C3)C=C1 (8-Chloro-10H-dibenzo[b,f][1,4]thiazepin-11-one). Procedure: A mixture of 2-(2-amino-4-chlorophenylsulfanylbenzoic acid methyl ester (189JO11) (149 mg, 0.51 mmol) and AlMe3 (355 μL, 0.71 mmol, 2 M in toluene) in CH2Cl2 (3 mL) was stirred at ambient temperature for six days, and then water was added carefully. The mixture was diluted with CH2Cl2, and was acidified with 2 M aqueous HCl. The organic phase was separated, dried (Na2SO4), concentrated and flash chromatographed (heptane:EtOAc, 5:1-3:1) to give 38 mg (29%) of the title compound (189JO13). MS (ESI... Starting materials: ClC1=C(N)C=CC(=C1)OC1=NC=NC2=CC(=C(C=C12)OC)OC (2-chloro-4-[ (6,7-dimethoxy-4-quinazolinyl)oxy]aniline), C(O)([O-])=O.[Na+] (sodium hydrogencarbonate), ClC(Cl)(OC(OC(Cl)(Cl)Cl)=O)Cl (Triphosgene), C(C1=CC=CC=C1)N1C[C@H](CC1)N ((3S)-(+)-1-Benzyl-3-aminopyrrolidine). The solvent is C(C)N(CC)CC (triethylamine), C(Cl)(Cl)Cl (Chloroform). Reaction conditions: time 8 hour. Product: C(C1=CC=CC=C1)N1C[C@H](CC1)NC(=O)NC1=C(C=C(C=C1)OC1=NC=NC2=CC(=C(C=C12)OC)OC)Cl (N-[(3S)-1-Benzyltetrahydro-1H-3-pyrrolyl]-N′-{2-chloro-4-[(6,7-dimethoxy-4-quinazolinyl)oxy]phenyl}urea). The yield is 84.2%. RXN SMILES: [Cl:1][C:2]1[CH:8]=[C:7]([O:9][C:10]2[C:19]3[C:14](=[CH:15][C:16]([O:22][CH3:23])=[C:17]([O:20][CH3:21])[CH:18]=3)[N:13]=[CH:12][N:11]=2)[CH:6]=[CH:5][C:3]=1[NH2:4].ClC(Cl)(O[C:28](=[O:34])OC(Cl)(Cl)Cl)Cl.[CH2:36]([N:43]1[CH2:47][CH2:46][C@H:45]([NH2:48])[CH2:44]1)[C:37]1[CH:42]=[CH:41][CH:40]=[CH:39][CH:38]=1.C(=O)([O-])O.[Na+]>C(N(CC)CC)C.C(Cl)(Cl)Cl>[CH2:36]([N:43]1[CH2:47][CH2:46][C@H:45]([NH:48][C:28]([NH:4][C:3]2[CH:5]=[CH:6][C:7]([O:9][C:10]3[C:19]4[C:14](=[CH:15][C:16]([O:22][CH3:23])=[C:17]([O:20][CH3:21])[CH:18]=4)[N:13]=[CH:12][N:11]=3)=[CH:8][C:2]=2[Cl:1])=[O:34])[CH2:44]1)[C:37]1[CH:38]=[CH:39][CH:40]=[CH:41][CH:42]=1 |f:3.4|. Procedure: Chloroform (15 ml) and triethylamine (3 ml) were added to 2-chloro-4-[ (6,7-dimethoxy-4-quinazolinyl)oxy]aniline (200 mg) to prepare a solution. Triphosgene (198 mg) was added to the solution, and the mixture was stirred at room temperature for 30 min. (3S)-(+)-1-Benzyl-3-aminopyrrolidine (80 mg) was then added thereto, and the mixture was stirred at room temperature overnight. A saturated aqueous sodium hydrogencarbonate solution was added to the reaction solution, and the mixture was extracted... Reported procedure: The title compound was prepared from 7-trifluoromethyl-5-(4-trifluoromethyl-phenyl)-pyrazolo[1,5-a]pyrimidine-3-carboxylic acid (example C.2) (188 mg, 0.5 mmol) and N-hydroxy-4-sulfamoyl-benzamidine [CAS-No. 4476-10-2] (161 mg, 0.75 mmol) according to general procedure II. Obtained after purification by flash chromatography (ethyl acetate/heptane) and crystallization (ethyl acetate/MeOH/hexane) as a light yellow solid (179 mg, 65%). MS (ISN) 552.8 [(M−H)−]; mp 275° C. Reaction SMILES: [F:1][C:2]([F:26])([F:25])[C:3]1[N:8]2[N:9]=[CH:10][C:11]([C:12](O)=O)=[C:7]2[N:6]=[C:5]([C:15]2[CH:20]=[CH:19][C:18]([C:21]([F:24])([F:23])[F:22])=[CH:17][CH:16]=2)[CH:4]=1.[OH:27][NH:28][C:29](=[NH:40])[C:30]1[CH:35]=[CH:34][C:33]([S:36](=[O:39])(=[O:38])[NH2:37])=[CH:32][CH:31]=1>>[F:26][C:2]([F:1])([F:25])[C:3]1[N:8]2[N:9]=[CH:10][C:11]([C:12]3[O:27][N:28]=[C:29]([C:30]4[CH:35]=[CH:34][C:33]([S:36]([NH2:37])(=[O:38])=[O:39])=[CH:32][CH:31]=4)[N:40]=3)=[C:7]2[N:6]=[C:5]([C:15]2[CH:16]=[CH:17][C:18]([C:21]([F:24])([F:23])[F:22])=[CH:19][CH:20]=2)[CH:4]=1. Yields the product FC(C1=CC(=NC=2N1N=CC2C2=NC(=NO2)C2=CC=C(C=C2)S(=O)(=O)N)C2=CC=C(C=C2)C(F)(F)F)(F)F (4-{5-[7-Trifluoromethyl-5-(4-trifluoromethyl-phenyl)-pyrazolo[1,5-a]pyrimidin-3-yl]-[1,2,4]oxadiazol-3-yl}-benzenesulfonamide). The reactants are FC(C1=CC(=NC=2N1N=CC2C(=O)O)C2=CC=C(C=C2)C(F)(F)F)(F)F (7-trifluoromethyl-5-(4-trifluoromethyl-phenyl)-pyrazolo[1,5-a]pyrimidine-3-carboxylic acid), ONC(C1=CC=C(C=C1)S(N)(=O)=O)=N (N-hydroxy-4-sulfamoyl-benzamidine). Starting materials: C(/C1=CC=CC=C1)=N\C1=C2COC(C2=CC=C1)=O ((E)-4-(benzylideneamino)isobenzofuran-1(3H)-one), C(C)OC(C=1C=C(C=O)C=CC1)OCC (3-(diethoxymethyl)benzaldehyde), C(CC)(=O)OCC (ethyl propionate), C[O-].[Na+] (Sodium methoxide), CO (methanol). Run at temperature 0 celsius, time 8 hour. Product: C(C)OC(C=1C=C(C=CC1)C1C(NC=2C=CC=C(C2C1=O)C(=O)OC)C1=CC=CC=C1)OCC (methyl 3-(3-(diethoxymethyl)phenyl)-4-oxo-2-phenyl-1,2,3,4-tetrahydroquinoline-5-carboxylate). Yield: 25.0%. Reaction SMILES: [CH:1](=[N:8]/[C:9]1C=CC=[C:14]2[C:10]=1CO[C:13]2=O)\[C:2]1[CH:7]=[CH:6][CH:5]=[CH:4][CH:3]=1.[CH2:19]([O:21][CH:22]([O:31][CH2:32][CH3:33])[C:23]1[CH:24]=[C:25]([CH:28]=[CH:29][CH:30]=1)[CH:26]=O)[CH3:20].[CH3:34][O-:35].[Na+].CO.[C:39]([O:43][CH2:44]C)(=[O:42])[CH2:40][CH3:41]>>[CH2:19]([O:21][CH:22]([O:31][CH2:32][CH3:33])[C:23]1[CH:24]=[C:25]([CH:26]2[C:34](=[O:35])[C:41]3[C:40]([C:39]([O:43][CH3:44])=[O:42])=[CH:13][CH:14]=[CH:10][C:9]=3[NH:8][CH:1]2[C:2]2[CH:3]=[CH:4][CH:5]=[CH:6][CH:7]=2)[CH:28]=[CH:29][CH:30]=1)[CH3:20] |f:2.3|. Reported procedure: A mixture of (E)-4-(benzylideneamino)isobenzofuran-1(3H)-one (474 mg, 2 mmol) and 3-(diethoxymethyl)benzaldehyde (418 mg, 2 mmol) in ethyl propionate (20 mL) was cooled to 0° C. Sodium methoxide in methanol solution [sodium (148 mg, 8 mmol) in methanol (2 mL)] was then added dropwise and the mixture was stirred at room temperature overnight. The resulting mixture was evaporated under reduced pressure. The residue was extracted with ethyl acetate (100 mL×3) and the combined organic layers were wa... Starting materials: S(=O)(=O)(OCCCC)O (butyl hydrogen sulphate), S(=O)(=O)(OCCCC)[O-] (butyl sulphate), phase ( A1 ). Product: C(C=C)(=O)OCCCC (butyl acrylate). Reaction SMILES: S(O)([O:4][CH2:5][CH2:6][CH2:7][CH3:8])(=O)=O.S([O-])([O:13][CH2:14][CH2:15][CH2:16]C)(=O)=O>>[C:14]([O:4][CH2:5][CH2:6][CH2:7][CH3:8])(=[O:13])[CH:15]=[CH2:16]. Procedure: The process is performed as in Reference Example 1, but arrangement is made for elimination of the butyl hydrogen sulphate by acid hydrolysis of the neutral butyl sulphate contained in the aqueous phase (A1). Experimentally, this reaction was carried out in two ways: The reactants are N(=C=O)C1=CC(=C(C#N)C=C1)C(F)(F)F (4-isocyanato-2-(trifluoromethyl)benzonitrile), NC1(CC1)C(=O)O (1-aminocyclopropane carboxylic acid), [OH-].[Na+] (sodium hydroxide), [OH-].[Na+] (sodium hydroxide). Solvent: CC(=O)C (acetone), C(C)OCC (ethyl ether). Conditions: time 1 hour. The product is C(#N)C1=C(C=C(C=C1)NC(=O)NC1(CC1)C(=O)O)C(F)(F)F (1-({[4-cyano-3-(trifluoromethyl)phenyl]carbamoyl}amino)cyclopropanecarboxylic acid). Yield: 50.0%. RXN SMILES: [N:1]([C:4]1[CH:11]=[CH:10][C:7]([C:8]#[N:9])=[C:6]([C:12]([F:15])([F:14])[F:13])[CH:5]=1)=[C:2]=[O:3].[NH2:16][C:17]1([C:20]([OH:22])=[O:21])[CH2:19][CH2:18]1.[OH-].[Na+]>CC(C)=O.C(OCC)C>[C:8]([C:7]1[CH:10]=[CH:11][C:4]([NH:1][C:2]([NH:16][C:17]2([C:20]([OH:22])=[O:21])[CH2:19][CH2:18]2)=[O:3])=[CH:5][C:6]=1[C:12]([F:13])([F:14])[F:15])#[N:9] |f:2.3|. Reported procedure: A solution of 4-isocyanato-2-(trifluoromethyl)benzonitrile (4.56 g, 21.5 mmol) in acetone (12 ml) is added dropwise to 1-aminocyclopropane carboxylic acid (2.02 g, 20 mmol) dissolved in an aqueous solution of sodium hydroxide (12 ml, 0.8 g, 20 mmol). The reaction medium is stirred for 1 hour at ambient temperature then poured into an aqueous solution of sodium hydroxide (1N, 40 ml). The solution obtained is washed with ethyl acetate (30 ml) then acidified by the addition of an aqueous solution o... Starting materials: C(C)(=O)OC(C)=O (acetic anhydride), ClC1=CC(=C(C=C1)N)N (4-chloro-1,2-phenylenediamine), C(C)(=O)[O-].[Na+] (sodium acetate). Solvent: O (water), Cl (hydrochloric acid). Run at time 30 minute. The product is C(C)(=O)NC=1C=C(C=CC1NC(C)=O)Cl (3,4-diacetamido-1-chlorobenzene). Isolated yield 21.0%. As a reaction SMILES: [Cl:1][C:2]1[CH:7]=[CH:6][C:5]([NH2:8])=[C:4]([NH2:9])[CH:3]=1.[C:10](OC(=O)C)(=[O:12])[CH3:11].[C:17]([O-])(=[O:19])[CH3:18].[Na+]>Cl.O>[C:10]([NH:9][C:4]1[CH:3]=[C:2]([Cl:1])[CH:7]=[CH:6][C:5]=1[NH:8][C:17](=[O:19])[CH3:18])(=[O:12])[CH3:11] |f:2.3|. Procedure: 28.4 g (0.2 mol) of 4-chloro-1,2-phenylenediamine were dissolved in 130 ml of 3 molar hydrochloric acid and diluted with 300 ml of water. 51 g (0.5 mol) of acetic anhydride were added dropwise and then the reaction mixture was stirred at room temperature for 30 minutes, 41 g (0.6 mol) of sodium acetate were added, and the mixture was extracted with ethyl acetate. Workup of the organic phase resulted in a yield of 21% of the product. Melting point 216° C.